The task is: describe an organic reaction: reactants, conditions, products, and yield. This data is from the Open Reaction Database (ORD), a public repository of structured organic reaction records. Product: COC1=CC2=C(CC(N(C=C2)CC2=CC=C(C=C2)OC)=O)C=C1OC (7,8-dimethoxy-3-(4-methoxybenzyl)-1,3-dihydro-2H-3-benzazepin-2-one). Isolated yield 63.0%. Starting materials: LiBH(Et)3, COC1=CC2=C(CC(N(C(C2)=O)CC2=CC=C(C=C2)OC)=O)C=C1OC (7,8-dimethoxy-3-(4-methoxybenzyl)-1H-3-benzazepine-2,4(3H,5H)-dione), [Cl-].[NH4+] (ammonium chloride), O (water), ClCCl (dichloromethane). As a reaction SMILES: [CH3:1][O:2][C:3]1[C:24]([O:25][CH3:26])=[CH:23][C:6]2[CH2:7][C:8](=[O:22])[N:9]([CH2:13][C:14]3[CH:19]=[CH:18][C:17]([O:20][CH3:21])=[CH:16][CH:15]=3)[C:10](=O)[CH2:11][C:5]=2[CH:4]=1.[Cl-].[NH4+].O.ClCCl>C1COCC1>[CH3:1][O:2][C:3]1[C:24]([O:25][CH3:26])=[CH:23][C:6]2[CH2:7][C:8](=[O:22])[N:9]([CH2:13][C:14]3[CH:15]=[CH:16][C:17]([O:20][CH3:21])=[CH:18][CH:19]=3)[CH:10]=[CH:11][C:5]=2[CH:4]=1 |f:1.2|. Conditions: time 30 minute. Solvent: C1CCOC1 (THF). Procedure: 1 g of LiBH(Et)3 (1.12 mmol, 1.33 eq, 1M solution in THF) is added to a solution of 7,8-dimethoxy-3-(4-methoxybenzyl)-1H-3-benzazepine-2,4(3H,5H)-dione (300 mg, 0.84 mmol) in THF (4.5 mL) at −78° C. The reaction mixture is held at that temperature for 1 hour 30 minutes with stirring and then hydrolysed with saturated aqueous ammonium chloride solution (4 mL). After a slow return to ambient temperature, 2 mL of water and 5 mL of dichloromethane are introduced, the aqueous phase is extracted with ... Reactants: [N+](=O)([O-])C1=CC=C(C=C1)C(C(=O)OCC)CC (ethyl 2-(4-nitrophenyl)-n-butyrate). The reagents and catalysts are [Pd] (palladium black). The solvent is C(C)O (ethanol). Product: NC1=CC=C(C=C1)C(C(=O)OCC)CC (ethyl 2-(4-aminophenyl)-n-butyrate). The yield is 94.3%. Reaction SMILES: [N+:1]([C:4]1[CH:9]=[CH:8][C:7]([CH:10]([CH2:16][CH3:17])[C:11]([O:13][CH2:14][CH3:15])=[O:12])=[CH:6][CH:5]=1)([O-])=O>C(O)C.[Pd]>[NH2:1][C:4]1[CH:5]=[CH:6][C:7]([CH:10]([CH2:16][CH3:17])[C:11]([O:13][CH2:14][CH3:15])=[O:12])=[CH:8][CH:9]=1. Procedure details: A solution of 9.13 g (0.0385 mole) of ethyl 2-(4-nitrophenyl)-n-butyrate in 150 ml of ethanol was subjected to hydrogenation in the presence of palladium black catalyst to give 7.51 g (0.0363 mole, 94% yield) of ethyl 2-(4-aminophenyl)-n-butyrate. Reactants: O=C(OCc1ccccc1)N1CCC(CCI)CC1, CCO, Cl, NC(CS)C(=O)O, [Na+], [OH-], O. Yields the product NC(CSCCC1CCN(C(=O)OCc2ccccc2)CC1)C(=O)O. Reaction SMILES: [CH2:12]([c:13]1[cH:14][cH:15][cH:16][cH:17][cH:18]1)[O:19][C:20](=[O:21])[N:22]1[CH2:23][CH2:24][CH:25]([CH2:28][CH2:29][I:30])[CH2:26][CH2:27]1.[CH3:31][CH2:32][OH:33].[ClH:2].[NH2:3][CH:4]([CH2:5][SH:6])[C:7](=[O:8])[OH:9].[Na+:11].[OH-:10].[OH2:1]>>[NH2:3][CH:4]([CH2:5][S:6][CH2:29][CH2:28][CH:25]1[CH2:24][CH2:23][N:22]([C:20]([O:19][CH2:12][c:13]2[cH:14][cH:15][cH:16][cH:17][cH:18]2)=[O:21])[CH2:27][CH2:26]1)[C:7](=[O:8])[OH:9]. The reactants are [OH-].[K+] (potassium hydroxide), OC1=C(C(=O)OC)C=C(C(=C1)OC)C(C)C (methyl 2-hydroxy-5-isopropyl-4-methoxybenzoate), CO (methanol). Run in O (water). The product is OC1=CC(=C(C(=O)O)C=C1C(C)C)OC (4-hydroxy-5-isopropyl-2-methoxybenzoic acid). Isolated yield 85.0%. RXN SMILES: [OH-].[K+].[OH:3][C:4]1[CH:13]=[C:12]([O:14]C)[C:11]([CH:16]([CH3:18])[CH3:17])=[CH:10][C:5]=1[C:6]([O:8]C)=[O:7].[CH3:19]O>O>[OH:14][C:12]1[C:11]([CH:16]([CH3:18])[CH3:17])=[CH:10][C:5]([C:6]([OH:8])=[O:7])=[C:4]([O:3][CH3:19])[CH:13]=1 |f:0.1|. Procedure: Aqueous potassium hydroxide (50% w/v, 0.5 ml) was added to a suspension of methyl 2-hydroxy-5-isopropyl-4-methoxybenzoate (418 mg, 1.87 mmol) in methanol (4 ml) and water (2 ml) and the mixture was stirred and held at reflux for 4 hours. Upon cooling to room temperature the organic solvent was removed in vacuo and the residue acidified by the addition of 2M hydrochloric acid (10 ml). The solid material was collected by suction filtration, rinsed with water (2×10 ml) and sucked dry under reduced ... The reactants are O=C([O-])[O-], CC(=O)Nc1c([N+](=O)[O-])ccc(Cl)c1Cl, CS(C)=O, Oc1ccc(Cl)cc1Cl, [K+], [K+]. The product is CC(=O)Nc1c([N+](=O)[O-])ccc(Oc2ccc(Cl)cc2Cl)c1Cl. RXN SMILES: [C:25](=[O:26])([O-:27])[O-:28].[CH3:1][C:2](=[O:3])[NH:4][c:5]1[c:6]([Cl:15])[c:7]([Cl:14])[cH:8][cH:9][c:10]1[N+:11](=[O:12])[O-:13].[CH3:31][S:32]([CH3:33])=[O:34].[Cl:16][c:17]1[c:18]([OH:24])[cH:19][cH:20][c:21]([Cl:23])[cH:22]1.[K+:29].[K+:30]>>[CH3:1][C:2](=[O:3])[NH:4][c:5]1[c:6]([Cl:15])[c:7]([O:24][c:18]2[c:17]([Cl:16])[cH:22][c:21]([Cl:23])[cH:20][cH:19]2)[cH:8][cH:9][c:10]1[N+:11](=[O:12])[O-:13]. Reactants: N1N=C(N=C1)C=1C=CC=2N(C1)C=C(N2)C(=O)OCC (ethyl 6-(1H-1,2,4-triazol-3-yl)imidazo[1,2-a]pyridine-2-carboxylate), CC(C)(OC(=O)NC1=CC=CC(=N1)C=1C=CC=2N(C1)C=C(N2)C(=O)O)C (6-(6-{[(1,1-Dimethylethoxy)carbonyl]amino}pyrid-2-yl)imidazo[1,2-a]pyridine-2-carboxylic acid). Product: N1N=C(N=C1)C=1C=CC=2N(C1)C=C(N2)C(=O)O (6-(1H-1,2,4-triazol-3-yl)imidazo[1,2-a]pyridine-2-carboxylic acid). The yield is 83.5%. Reaction SMILES: [NH:1]1[CH:5]=[N:4][C:3]([C:6]2[CH:7]=[CH:8][C:9]3[N:10]([CH:12]=[C:13]([C:15]([O:17]CC)=[O:16])[N:14]=3)[CH:11]=2)=[N:2]1.CC(C)(OC(NC1N=C(C2C=CC3N(C=C(C(O)=O)N=3)C=2)C=CC=1)=O)C>>[NH:1]1[CH:5]=[N:4][C:3]([C:6]2[CH:7]=[CH:8][C:9]3[N:10]([CH:12]=[C:13]([C:15]([OH:17])=[O:16])[N:14]=3)[CH:11]=2)=[N:2]1. Procedure details: 320 mg of ethyl 6-(1H-1,2,4-triazol-3-yl)imidazo[1,2-a]pyridine-2-carboxylate are saponified under conditions similar to those described for the preparation of Intermediate 11 (step 11.3) to give 238 mg of 6-(1H-1,2,4-triazol-3-yl)imidazo[1,2-a]pyridine-2-carboxylic acid in the form of an off-white solid. Reactants: Cn1c([N+](=O)[O-])cnc1Br, CN1CCCC1=O, Cc1[nH]c(C(=O)NC2CCNCC2)c(Cl)c1Cl, Cl. Yields the product Cc1[nH]c(C(=O)NC2CCN(c3ncc([N+](=O)[O-])n3C)CC2)c(Cl)c1Cl. As a reaction SMILES: [Br:1][c:2]1[n:3]([CH3:10])[c:4]([N+:7](=[O:8])[O-:9])[cH:5][n:6]1.[CH3:29][N:30]1[CH2:31][CH2:32][CH2:33][C:34]1=[O:35].[Cl:12][c:13]1[c:14]([C:20](=[O:21])[NH:22][CH:23]2[CH2:24][CH2:25][NH:26][CH2:27][CH2:28]2)[nH:15][c:16]([CH3:19])[c:17]1[Cl:18].[ClH:11]>>[c:2]1([N:26]2[CH2:25][CH2:24][CH:23]([NH:22][C:20]([c:14]3[c:13]([Cl:12])[c:17]([Cl:18])[c:16]([CH3:19])[nH:15]3)=[O:21])[CH2:28][CH2:27]2)[n:3]([CH3:10])[c:4]([N+:7](=[O:8])[O-:9])[cH:5][n:6]1.